Dataset: the Open Reaction Database (ORD), a public repository of structured organic reaction records. Task: describe an organic reaction: reactants, conditions, products, and yield The reactants are Cl, N#CC=Cc1ccc([N+](=O)[O-])cc1, NO. Product: NC(C=Cc1ccc([N+](=O)[O-])cc1)=NO. As a reaction SMILES: [ClH:14].[N+:1](=[O:2])([O-:3])[c:4]1[cH:5][cH:6][c:7]([CH:8]=[CH:9][C:10]#[N:11])[cH:12][cH:13]1.[NH2:15][OH:16]>>[N+:1](=[O:2])([O-:3])[c:4]1[cH:5][cH:6][c:7]([CH:8]=[CH:9][C:10]([NH2:11])=[N:15][OH:16])[cH:12][cH:13]1. Starting materials: CC(=O)O, CCOC(C)=O, ClCCl, [Na+], O=C([O-])O, CC1(C)C2C=CC3(C)C(C2)C(=O)CCC13O[Si](C)(C)C, C1CCOC1, O. Product: CC1(C)C2C=CC3(C)C(C2)C(=O)CCC13O. RXN SMILES: [C:41]([OH:42])(=[O:43])[CH3:44].[CH3:26][CH2:27][O:28][C:29](=[O:30])[CH3:31].[Cl:32][CH2:33][Cl:34].[Na+:25].[O-:21][C:22]([OH:23])=[O:24].[O:1]=[C:2]1[CH:3]2[C:4]3([CH3:20])[CH:5]=[CH:6][CH:7]([C:8]([CH3:17])([CH3:18])[C:9]3([O:12][Si:13]([CH3:14])([CH3:15])[CH3:16])[CH2:10][CH2:11]1)[CH2:19]2.[O:36]1[CH2:37][CH2:38][CH2:39][CH2:40]1.[OH2:35]>>[O:1]=[C:2]1[CH:3]2[C:4]3([CH3:20])[CH:5]=[CH:6][CH:7]([C:8]([CH3:17])([CH3:18])[C:9]3([OH:12])[CH2:10][CH2:11]1)[CH2:19]2. Reactants: C1(=CC=CC=C1)[C@@H](C)N ((R)-1-phenylethanamine), FC=1C(=C(C(C#N)=CC1)C#N)C#C[Si](C)(C)C (4-fluoro-3-((trimethylsilyl)ethynyl)phthalonitrile), C(=O)([O-])[O-].[K+].[K+] (K2CO3). The solvent is CN1CCCC1=O (NMP). Conditions: temperature 60 celsius, time 15 hour. Product: C1(=CC=CC=C1)[C@@H](C)N1C=CC2=C(C(=CC=C12)C#N)C#N ((R)-1-(1-phenylethyl)-1H-indole-4,5-dicarbonitrile). Yield: 51.2%. RXN SMILES: F[C:2]1[C:3]([C:12]#[C:13][Si](C)(C)C)=[C:4]([C:10]#[N:11])[C:5](=[CH:8][CH:9]=1)[C:6]#[N:7].C([O-])([O-])=O.[K+].[K+].[C:24]1([C@H:30]([NH2:32])[CH3:31])[CH:29]=[CH:28][CH:27]=[CH:26][CH:25]=1>CN1C(=O)CCC1>[C:24]1([C@H:30]([N:32]2[C:2]3[C:3](=[C:4]([C:10]#[N:11])[C:5]([C:6]#[N:7])=[CH:8][CH:9]=3)[CH:12]=[CH:13]2)[CH3:31])[CH:29]=[CH:28][CH:27]=[CH:26][CH:25]=1 |f:1.2.3|. Procedure: An oven-dried vial was charged with 4-fluoro-3-((trimethylsilyl)ethynyl)phthalonitrile (Example 40C) (0.100 g, 0.413 mmol) and K2CO3 (0.057 g, 0.413 mmol) and sealed with a rubber septum. Anhyd NMP (2 mL) and (R)-1-phenylethanamine (0.053 mL, 0.413 mmol) were added via syringe and the mixture was stirred in a heating block at 60° C. under N2. After 15 h, the mixture was cooled, quenched by addition of satd NH4Cl, poured into water and extracted with EtOAc (×3). Combined organics were washed (wat... Starting materials: alkyne, NC1=NC2=C(C=3C=C(C=NC13)C#CC1=C(C=C(C=C1)OCOC)C)C=CC(=C2)CCC(=O)OCC (ethyl 3-(5-amino-2-((4-(methoxymethoxy)-2-methylphenyl)ethynyl)-benzo[f][1,7]naphthyridin-8-yl)propanoate), alkene. Reagents/catalysts: [Pd] (Pd/C). The solvent is CCO.C1CCOC1 (EtOH THF). Reaction conditions: time 24 hour. Product: NC1=NC2=C(C=3C=C(C=NC13)CCC1=C(C=C(C=C1)OCOC)C)C=CC(=C2)CCC(=O)OCC (ethyl 3-(5-amino-2-(4-(methoxymethoxy)-2-methylphenethyl)benzo[f][1,7]naphthyridin-8-yl)propanoate). As a reaction SMILES: [NH2:1][C:2]1[C:11]2[N:10]=[CH:9][C:8]([C:12]#[C:13][C:14]3[CH:19]=[CH:18][C:17]([O:20][CH2:21][O:22][CH3:23])=[CH:16][C:15]=3[CH3:24])=[CH:7][C:6]=2[C:5]2[CH:25]=[CH:26][C:27]([CH2:29][CH2:30][C:31]([O:33][CH2:34][CH3:35])=[O:32])=[CH:28][C:4]=2[N:3]=1>CCO.C1COCC1.[Pd]>[NH2:1][C:2]1[C:11]2[N:10]=[CH:9][C:8]([CH2:12][CH2:13][C:14]3[CH:19]=[CH:18][C:17]([O:20][CH2:21][O:22][CH3:23])=[CH:16][C:15]=3[CH3:24])=[CH:7][C:6]=2[C:5]2[CH:25]=[CH:26][C:27]([CH2:29][CH2:30][C:31]([O:33][CH2:34][CH3:35])=[O:32])=[CH:28][C:4]=2[N:3]=1 |f:1.2|. Procedure details: A solution of ethyl 3-(5-amino-2-((4-(methoxymethoxy)-2-methylphenyl)ethynyl)-benzo[f][1,7]naphthyridin-8-yl)propanoate (11) (1.0 equiv.) in EtOH/THF (3:1, 0.16M) was flushed with nitrogen. Then, 10% wt Pd/C (0.20 equiv. by weight) was added. The reaction was flushed with hydrogen (2×) and stirred under a hydrogen balloon. After 24 hours, the reaction was filtered through a pad of celite, washing with 5% MeOH in DCM. The filtrate was checked for the presence of starting material using LCMS. The ... Reactants: COC1(CCN(CC1)C1=CC=C(OC[C@H]2CCN3C(O2)=NC(=C3)[N+](=O)[O-])C=C1)OC ((R)-7-[4-(4,4-Dimethoxypiperidin-1-yl)phenoxymethyl]-2-nitro-6,7-dihydro-5H-imidazo[2,1-b][1,3]oxazine), CC(=O)C (acetone), Cl (hydrochloric acid). Solvent: O (water). Reaction conditions: time 8 hour. The product is [N+](=O)([O-])C=1N=C2O[C@H](CCN2C1)COC1=CC=C(C=C1)N1CCC(CC1)=O (1-[4-((R)-2-nitro-6,7-dihydro-5H-imidazo[2,1-b][1,3]oxazin-7-ylmethoxy)phenyl]piperidin-4-one). The yield is 99.5%. RXN SMILES: C[O:2][C:3]1(OC)[CH2:8][CH2:7][N:6]([C:9]2[CH:28]=[CH:27][C:12]([O:13][CH2:14][C@@H:15]3[O:20][C:19]4=[N:21][C:22]([N+:24]([O-:26])=[O:25])=[CH:23][N:18]4[CH2:17][CH2:16]3)=[CH:11][CH:10]=2)[CH2:5][CH2:4]1.CC(C)=O.Cl>O>[N+:24]([C:22]1[N:21]=[C:19]2[N:18]([CH:23]=1)[CH2:17][CH2:16][C@H:15]([CH2:14][O:13][C:12]1[CH:11]=[CH:10][C:9]([N:6]3[CH2:5][CH2:4][C:3](=[O:2])[CH2:8][CH2:7]3)=[CH:28][CH:27]=1)[O:20]2)([O-:26])=[O:25]. Reported procedure: (R)-7-[4-(4,4-Dimethoxypiperidin-1-yl)phenoxymethyl]-2-nitro-6,7-dihydro-5H-imidazo[2,1-b][1,3]oxazine (5.16 g), acetone (100 ml) and water (17 ml) were mixed. A 6 N hydrochloric acid aqueous solution (41 ml) was added thereto, followed by stirring at room temperature overnight. The reaction mixture was concentrated under reduced pressure. The remaining water layer was ice-cooled and neutralized by adding a 20% sodium carbonate aqueous solution. After being stirred at the same temperature for 10... Product: CC=1C(=NC=C(C1)C)N1CCN(CC1)C(=O)C=1C=CC(=NC1)N1C(NC(C1)=O)=O (1-{5-[4-(3,5-dimethylpyridin-2-yl)piperazine-1-carbonyl]pyridin-2-yl}imidazolidine-2,4-dione). RXN SMILES: BrC1N=CC(C(N2CCN(C3C(C)=CC(C)=CN=3)CC2)=O)=CC=1.COC1C=CC(CN2C(=O)CNC2=O)=CC=1.[CH3:40][C:41]1[C:42]([N:48]2[CH2:53][CH2:52][N:51]([C:54]([C:56]3[CH:57]=[CH:58][C:59]([N:62]4[CH2:66][C:65](=[O:67])[N:64](CC5C=CC(OC)=CC=5)[C:63]4=[O:77])=[N:60][CH:61]=3)=[O:55])[CH2:50][CH2:49]2)=[N:43][CH:44]=[C:45]([CH3:47])[CH:46]=1>>[CH3:40][C:41]1[C:42]([N:48]2[CH2:49][CH2:50][N:51]([C:54]([C:56]3[CH:57]=[CH:58][C:59]([N:62]4[CH2:66][C:65](=[O:67])[NH:64][C:63]4=[O:77])=[N:60][CH:61]=3)=[O:55])[CH2:52][CH2:53]2)=[N:43][CH:44]=[C:45]([CH3:47])[CH:46]=1. Reactants: BrC1=CC=C(C=N1)C(=O)N1CCN(CC1)C1=NC=C(C=C1C)C ((6-bromopyridin-3-yl)[4-(3,5-dimethylpyridin-2-yl)piperazin-1-yl]methanone), CC=1C(=NC=C(C1)C)N1CCN(CC1)C(=O)C=1C=CC(=NC1)N1C(N(C(C1)=O)CC1=CC=C(C=C1)OC)=O (1-{5-[4-(3,5-dimethylpyridin-2-yl)piperazine-1-carbonyl]pyridin-2-yl}-3-(4-methoxybenzyl)imidazolidine-2,4-dione), COC1=CC=C(CN2C(NCC2=O)=O)C=C1 (3-(4-methoxybenzyl)imidazolidine-2,4-dione). Procedure: Using (6-bromopyridin-3-yl)[4-(3,5-dimethylpyridin-2-yl)piperazin-1-yl]methanone (300 mg) described in Preparation Example 127 and 3-(4-methoxybenzyl)imidazolidine-2,4-dione (176 mg) described in Preparation Example 213 and by the reaction and treatment in the same manner as in Example 508, the title compound (165 mg) was obtained via 1-{5-[4-(3,5-dimethylpyridin-2-yl)piperazine-1-carbonyl]pyridin-2-yl}-3-(4-methoxybenzyl)imidazolidine-2,4-dione.